From a dataset of the Open Reaction Database (ORD), a public repository of structured organic reaction records. describe an organic reaction: reactants, conditions, products, and yield Reactants: CC(=O)OC(C)=O, COc1cc2ncnc(O)c2cc1O, O, c1ccncc1. The product is COc1cc2ncnc(O)c2cc1OC(C)=O. Reaction SMILES: [CH3:15][C:16](=[O:17])[O:18][C:19]([CH3:20])=[O:21].[CH3:1][O:2][c:3]1[c:4]([OH:14])[cH:5][c:6]2[c:7]([OH:13])[n:8][cH:9][n:10][c:11]2[cH:12]1.[OH2:28].[cH:22]1[cH:23][cH:24][n:25][cH:26][cH:27]1>>[CH3:1][O:2][c:3]1[c:4]([O:14][C:16]([CH3:15])=[O:17])[cH:5][c:6]2[c:7]([OH:13])[n:8][cH:9][n:10][c:11]2[cH:12]1. Reactants: ClC1=C(C=C2C(=CNC2=C1)C(=O)OC)C1=CC(=C(C=C1)OC)OC (methyl 6-chloro-5-(3,4-dimethoxyphenyl)-1H-indole-3-carboxylate), CO (methanol), [OH-].[Na+] (sodium hydroxide), Cl (HCl), crude product, CO (methanol). Solvent: C(C)(=O)OCC (ethyl acetate), C(Cl)Cl (methylene chloride). Yields the product ClC1=C(C=C2C(=CNC2=C1)C(=O)O)C1=CC(=C(C=C1)OC)OC (6-chloro-5-(3,4-dimethoxyphenyl)-1H-indole-3-carboxylic acid). Isolated yield 23.3%. RXN SMILES: [Cl:1][C:2]1[CH:10]=[C:9]2[C:5]([C:6]([C:11]([O:13]C)=[O:12])=[CH:7][NH:8]2)=[CH:4][C:3]=1[C:15]1[CH:20]=[CH:19][C:18]([O:21][CH3:22])=[C:17]([O:23][CH3:24])[CH:16]=1.CO.[OH-].[Na+].Cl>C(OCC)(=O)C.C(Cl)Cl>[Cl:1][C:2]1[CH:10]=[C:9]2[C:5]([C:6]([C:11]([OH:13])=[O:12])=[CH:7][NH:8]2)=[CH:4][C:3]=1[C:15]1[CH:20]=[CH:19][C:18]([O:21][CH3:22])=[C:17]([O:23][CH3:24])[CH:16]=1 |f:2.3|. Reported procedure: A solution of methyl 6-chloro-5-(3,4-dimethoxyphenyl)-1H-indole-3-carboxylate (75 mg, 0.22 mmol), methanol (2.2 mL), and aqueous sodium hydroxide (1M, 0.75 mL, 0.75 mmol) was heated at 75° C. for 24 hours. The reaction was acidified with 1M HCl to pH=2 then diluted with ethyl acetate. The aqueous layer was back-extracted twice with ethyl acetate. The combined organic layers were dried over sodium sulfate, filtered, and concentrated in vacuo to provide a crude solid. The crude product was dissolv... Reactants: [Si](C1=CC=CC=C1)(C1=CC=CC=C1)(C(C)(C)C)OC1=C2CCCC(C2=CC=C1)(C#N)O[Si](C)(C)C (5-(tert-butyldiphenylsilyloxy)-1-trimethylsilyloxy-1,2,3,4-tetrahydronaphthalene-1-carbonitrile), [H-].[Al+3].[Li+].[H-].[H-].[H-] (lithium aluminum hydride), C(=O)([O-])C(O)C(O)C(=O)[O-].[Na+].[K+] (potassium sodium tartrate). Solvent: C1CCOC1 (THF), C1CCOC1 (THF). Reaction conditions: time 1 hour. The product is NCC1(CCCC2=C(C=CC=C12)O[Si](C1=CC=CC=C1)(C1=CC=CC=C1)C(C)(C)C)O (1-aminomethyl-5-(tert-butyldiphenylsilyloxy)-1,2,3,4-tetrahydronaphthalen-1-ol). Yield: 100.0%. As a reaction SMILES: [H-].[Al+3].[Li+].[H-].[H-].[H-].[Si:7]([O:24][C:25]1[CH:34]=[CH:33][CH:32]=[C:31]2[C:26]=1[CH2:27][CH2:28][CH2:29][C:30]2([O:37][Si](C)(C)C)[C:35]#[N:36])([C:20]([CH3:23])([CH3:22])[CH3:21])([C:14]1[CH:19]=[CH:18][CH:17]=[CH:16][CH:15]=1)[C:8]1[CH:13]=[CH:12][CH:11]=[CH:10][CH:9]=1.C(C(C(C([O-])=O)O)O)([O-])=O.[Na+].[K+]>C1COCC1>[NH2:36][CH2:35][C:30]1([OH:37])[C:31]2[C:26](=[C:25]([O:24][Si:7]([C:20]([CH3:22])([CH3:21])[CH3:23])([C:14]3[CH:19]=[CH:18][CH:17]=[CH:16][CH:15]=3)[C:8]3[CH:9]=[CH:10][CH:11]=[CH:12][CH:13]=3)[CH:34]=[CH:33][CH:32]=2)[CH2:27][CH2:28][CH2:29]1 |f:0.1.2.3.4.5,7.8.9|. Reported procedure: To a suspension of lithium aluminum hydride (6.12 g) in THF (450 ml) was dropwise added a solution of crude 5-(tert-butyldiphenylsilyloxy)-1-trimethylsilyloxy-1,2,3,4-tetrahydronaphthalene-1-carbonitrile (40.3 g) in THF (300 ml) at 5° C. The mixture was stirred at the same temperature for 1 hour and then at room temperature for 2 hours. The mixture was added with a saturated potassium sodium tartrate solution under ice cooling. A resultant insoluble material was removed by filtration and washed ...